From a dataset of the Open Reaction Database (ORD), a public repository of structured organic reaction records. describe an organic reaction: reactants, conditions, products, and yield Starting materials: N[C@@H]1CN(C[C@@H](C1)C(F)(F)F)C1=C(C=NC=C1)NC(=O)C1=NC2=CC(=CC=C2C=C1NC(OCC1=CC=CC=C1)=O)N1CCOCC1 (benzyl {2-[({4-[(3S,5R)-3-amino-5-(trifluoromethyl)piperidin-1-yl]pyridin-3-yl}amino)carbonyl]-7-morpholin-4-ylquinolin-3-yl}carbamate). Solvent: Br (HBr), CC(=O)O (AcOH). Conditions: time 2 hour. The product is NC=1C(=NC2=CC(=CC=C2C1)N1CCOCC1)C(=O)NC=1C=NC=CC1N1C[C@H](C[C@H](C1)C(F)(F)F)N (3-Amino-N-{4-[(3S,5R)-3-amino-5-(trifluoromethyl)piperidin-1-yl]pyridin-3-yl}-7-morpholin-4-ylquinoline-2-carboxamide). RXN SMILES: [NH2:1][C@H:2]1[CH2:7][C@@H:6]([C:8]([F:11])([F:10])[F:9])[CH2:5][N:4]([C:12]2[CH:17]=[CH:16][N:15]=[CH:14][C:13]=2[NH:18][C:19]([C:21]2[C:30]([NH:31]C(=O)OCC3C=CC=CC=3)=[CH:29][C:28]3[C:23](=[CH:24][C:25]([N:42]4[CH2:47][CH2:46][O:45][CH2:44][CH2:43]4)=[CH:26][CH:27]=3)[N:22]=2)=[O:20])[CH2:3]1>Br.CC(O)=O>[NH2:31][C:30]1[C:21]([C:19]([NH:18][C:13]2[CH:14]=[N:15][CH:16]=[CH:17][C:12]=2[N:4]2[CH2:5][C@H:6]([C:8]([F:10])([F:11])[F:9])[CH2:7][C@H:2]([NH2:1])[CH2:3]2)=[O:20])=[N:22][C:23]2[C:28]([CH:29]=1)=[CH:27][CH:26]=[C:25]([N:42]1[CH2:43][CH2:44][O:45][CH2:46][CH2:47]1)[CH:24]=2. Procedure details: A mixture of benzyl {2-[({4-[(3S,5R)-3-amino-5-(trifluoromethyl)piperidin-1-yl]pyridin-3-yl}amino)carbonyl]-7-morpholin-4-ylquinolin-3-yl}carbamate (0.005 g, 0.008 mmol) in 2 mL of 4 M HBr in AcOH was stirred at room temperature for 2 h. The solution was then concentrated under reduced pressure and the residue was treated with 4.5 mL of MeOH and 0.5 mL of NH4OH solution. The resulting mixture was filtered and the filtrate was purified by preparative HPLC (XBridge™ C18 column, eluting with a grad... Starting materials: C([O-])(O)=O.[Na+] (sodium bicarbonate), ice water, C(C)(=O)OCC (ethyl acetate), ClCC1=C(N=C(S1)C1=CC=C(C=C1)C(F)(F)F)C (5-chloromethyl-4-methyl-2-(4-trifluoromethyl-phenyl)-thiazole), C(C)#N (acetonitrile). The reagents and catalysts are [C-]#N.C(CCC)[N+](CCCC)(CCCC)CCCC (Tetrabutylammonium cyanide). Run at time 16 hour. Product: CC=1N=C(SC1CC#N)C1=CC=C(C=C1)C(F)(F)F ([4-Methyl-2-(4-trifluoromethyl-phenyl)-thiazol-5-yl]-acetonitrile). Isolated yield 59.0%. As a reaction SMILES: Cl[CH2:2][C:3]1[S:7][C:6]([C:8]2[CH:13]=[CH:12][C:11]([C:14]([F:17])([F:16])[F:15])=[CH:10][CH:9]=2)=[N:5][C:4]=1[CH3:18].C(=O)(O)[O-].[Na+].C(OCC)(=O)C.[C:30](#[N:32])C>[C-]#N.C([N+](CCCC)(CCCC)CCCC)CCC>[CH3:18][C:4]1[N:5]=[C:6]([C:8]2[CH:13]=[CH:12][C:11]([C:14]([F:17])([F:16])[F:15])=[CH:10][CH:9]=2)[S:7][C:3]=1[CH2:2][C:30]#[N:32] |f:1.2,5.6|. Procedure details: Tetrabutylammonium cyanide (18.5 g, 67 mmol) was added to a solution of 5-chloromethyl-4-methyl-2-(4-trifluoromethyl-phenyl)-thiazole [15.0 g, 51 mmol; PCT Int. Appl. (2002), WO 0292590 A1] in acetonitrile (340 ml). The solution was stirred at ambient temperature for 16 h, saturated aqueous sodium bicarbonate solution/ice water 1/1 and ethyl acetate were added and the layers were separated. The aqueous layer was extracted with ethyl acetate, the combined organic layers were washed with ice water... Starting materials: B, CC(N)Cc1nnc2n1-c1ccc(Cl)cc1C(c1ccccc1)=NC2, C1CCOC1. Product: CC(N)Cc1nnc2n1-c1ccc(Cl)cc1C(c1ccccc1)NC2. As a reaction SMILES: [BH3:26].[NH2:1][CH:2]([CH2:3][c:4]1[n:5][n:6][c:7]2[n:8]1-[c:9]1[c:10]([cH:20][c:21]([Cl:24])[cH:22][cH:23]1)[C:11]([c:14]1[cH:15][cH:16][cH:17][cH:18][cH:19]1)=[N:12][CH2:13]2)[CH3:25].[O:27]1[CH2:28][CH2:29][CH2:30][CH2:31]1>>[NH2:1][CH:2]([CH2:3][c:4]1[n:5][n:6][c:7]2[n:8]1-[c:9]1[c:10]([cH:20][c:21]([Cl:24])[cH:22][cH:23]1)[CH:11]([c:14]1[cH:15][cH:16][cH:17][cH:18][cH:19]1)[NH:12][CH2:13]2)[CH3:25]. The reactants are ice, Cl (hydrochloric acid), CC1=C(C2=C(CC(O2)C(=O)O)C=C1)C (2,3-dihydro-6,7-dimethylbenzofuran-2-carboxylic acid), C(CC(C)C)(=O)Cl (isovaleryl chloride), [Cl-].[Al+3].[Cl-].[Cl-] (aluminum chloride). Run in ClCCl (dichloromethane). Conditions: time 18 hour. Yields the product C(CC(C)C)(=O)C=1C(=C(C2=C(CC(O2)C(=O)O)C1)C)C (2,3-Dihydro-5-isovaleryl-6,7-dimethylbenzofuran-2-carboxylic acid). Reaction SMILES: [CH3:1][C:2]1[CH:13]=[CH:12][C:5]2[CH2:6][CH:7]([C:9]([OH:11])=[O:10])[O:8][C:4]=2[C:3]=1[CH3:14].[C:15](Cl)(=[O:20])[CH2:16][CH:17]([CH3:19])[CH3:18].[Cl-].[Al+3].[Cl-].[Cl-].Cl>ClCCl>[C:15]([C:13]1[C:2]([CH3:1])=[C:3]([CH3:14])[C:4]2[O:8][CH:7]([C:9]([OH:11])=[O:10])[CH2:6][C:5]=2[CH:12]=1)(=[O:20])[CH2:16][CH:17]([CH3:19])[CH3:18] |f:2.3.4.5|. Procedure: To a stirred solution of 2,3-dihydro-6,7-dimethylbenzofuran-2-carboxylic acid (9 g.) and isovaleryl chloride (7.5 g.) in dichloromethane (100 ml.) at 5°C. is added aluminum chloride (20 g.) in portions over a 1 hour period. The reaction mixture is stirred at 25° for 18 hours then poured into a mixture of ice (300 g.) and hydrochloric acid (50 ml.) affording 9 lg. of 2,3-dihydro-5-isovaleryl-6,7-dimethyl-benzofuran-2-carboxylic acid which melts at 117° after recrystallization from methylcyclohexa... Reactants: O=Cc1c(Br)cccc1Br, O=C([O-])[O-], CC(C)(C=O)c1ccc2c(c1)CCNC2=O, [Cs+], [Cs+], C1COCCO1. Yields the product CC(C)(C=O)c1ccc2c(c1)CCN(c1cccc(Br)c1C=O)C2=O. As a reaction SMILES: [Br:17][c:18]1[c:19]([CH:20]=[O:21])[c:22]([Br:26])[cH:23][cH:24][cH:25]1.[C:27](=[O:28])([O-:29])[O-:30].[CH3:1][C:2]([CH:3]=[O:4])([CH3:5])[c:6]1[cH:7][c:8]2[c:13]([cH:14][cH:15]1)[C:12](=[O:16])[NH:11][CH2:10][CH2:9]2.[Cs+:31].[Cs+:32].[O:33]1[CH2:34][CH2:35][O:36][CH2:37][CH2:38]1>>[CH3:1][C:2]([CH:3]=[O:4])([CH3:5])[c:6]1[cH:7][c:8]2[c:13]([cH:14][cH:15]1)[C:12](=[O:16])[N:11]([c:22]1[c:19]([CH:20]=[O:21])[c:18]([Br:17])[cH:25][cH:24][cH:23]1)[CH2:10][CH2:9]2. The reactants are COC1=CC=C(C=2C3C4=CC=CC=C4C(C12)C(C3O)O)OC (1,4-dimethoxy-9,10-dihydro-9,10-ethanoanthracene-11,12-diol), I(=O)(=O)(=O)[O-].[K+] (potassium periodate). Solvent: C(C)O (ethanol). Reaction conditions: time 24 hour. The product is COC1=CC=C(C=2[C@H](C3=CC=CC=C3[C@H](C12)C=O)C=O)OC (Cis-1,4-Dimethoxy-9,10-dihydro-9,10-anthracenedicarboxaldehyde). As a reaction SMILES: [CH3:1][O:2][C:3]1[C:16]2[CH:15]3[CH:17]([OH:20])[CH:18]([OH:19])[CH:8]([C:9]4[C:14]3=[CH:13][CH:12]=[CH:11][CH:10]=4)[C:7]=2[C:6]([O:21][CH3:22])=[CH:5][CH:4]=1.I([O-])(=O)(=O)=O.[K+]>C(O)C>[CH3:22][O:21][C:6]1[C:7]2[C@H:8]([CH:18]=[O:19])[C:9]3[C:14](=[CH:13][CH:12]=[CH:11][CH:10]=3)[C@H:15]([CH:17]=[O:20])[C:16]=2[C:3]([O:2][CH3:1])=[CH:4][CH:5]=1 |f:1.2|. Reported procedure: One gram of 1,4-dimethoxy-9,10-dihydro-9,10-ethanoanthracene-11,12-diol, is suspended in 30 ml. of an aqueous solution containing 0.77 g. of potassium periodate and one ml. of ethanol. After stirring at room temperature for 24 hours the insoluble material is removed by filtration, washed well with water and dried leaving a yellow product, m.p. 129°-132° C. The reactants are CC(=O)OI1(C=2C=CC=CC2C(=O)O1)(OC(=O)C)OC(=O)C (Dess-Martin periodinane), FC=1C=CC(=NC1)C1=CC=C(CC(C(=O)NCC(CC(CC)(C)C)O)(C)NC(OCC2=CC=CC=C2)=O)C=C1 (benzyl {1-[4-(5-fluoropyridin-2-yl)benzyl]-2-[(2-hydroxy-4,4-dimethylhexyl)amino]-1-methyl-2-oxoethyl}carbamate). Solvent: C(Cl)Cl (methylene chloride). Reaction conditions: time 2 hour. The product is CC(CC(CNC(C(C)(CC1=CC=C(C=C1)C1=NC=C(C=C1)F)NC(OCC1=CC=CC=C1)=O)=O)=O)(CC)C (benzyl {2-[(4,4-dimethyl-2-oxohexyl)amino]-1-[4-(5-fluoropyridin-2-yl)benzyl]-1-methyl-2-oxoethyl}carbamate). Reaction SMILES: CC(OI1(OC(C)=O)(OC(C)=O)OC(=O)C2C=CC=CC1=2)=O.[F:23][C:24]1[CH:25]=[CH:26][C:27]([C:30]2[CH:61]=[CH:60][C:33]([CH2:34][C:35]([NH:49][C:50](=[O:59])[O:51][CH2:52][C:53]3[CH:58]=[CH:57][CH:56]=[CH:55][CH:54]=3)([CH3:48])[C:36]([NH:38][CH2:39][CH:40]([OH:47])[CH2:41][C:42]([CH3:46])([CH3:45])[CH2:43][CH3:44])=[O:37])=[CH:32][CH:31]=2)=[N:28][CH:29]=1>C(Cl)Cl>[CH3:45][C:42]([CH3:46])([CH2:43][CH3:44])[CH2:41][C:40](=[O:47])[CH2:39][NH:38][C:36](=[O:37])[C:35]([NH:49][C:50](=[O:59])[O:51][CH2:52][C:53]1[CH:54]=[CH:55][CH:56]=[CH:57][CH:58]=1)([CH2:34][C:33]1[CH:32]=[CH:31][C:30]([C:27]2[CH:26]=[CH:25][C:24]([F:23])=[CH:29][N:28]=2)=[CH:61][CH:60]=1)[CH3:48]. Reported procedure: Dess-Martin periodinane (269 mg, 0.63 m mol) was added to an ambient temperature solution of benzyl {1-[4-(5-fluoropyridin-2-yl)benzyl]-2-[(2-hydroxy-4,4-dimethylhexyl)amino]-1-methyl-2-oxoethyl}carbamate (170 mg, 0.32 mmol) in methylene chloride (5 mL). After stirring at ambient temperature for 2 hr the reaction mixture was quenched with saturated aqueous sodium bicarbonate/saturated aqueous sodium thiosulfate (1:1) and extracted with ethyl acetate. The combined organic extracts were washed wit...